From a dataset of the Open Reaction Database (ORD), a public repository of structured organic reaction records. describe an organic reaction: reactants, conditions, products, and yield The reactants are C(=O)(O)[O-].[Na+] (NaHCO3), C=O (paraformaldehyde), CC=1C=CC(=CC1)S(=O)(=O)O.O (p-TsOH.H2O), C(C1=CC=CC=C1)OCN1C(=NC(=C1C(=O)NC)NC1=C(C=C(C=C1)Cl)Cl)CC (1-benzyloxymethyl-4-[(2,4-dichlorophenyl)amino]-2-ethyl-N-methyl-1H-imidazole-5-carboxamide). The solvent is C1(=CC=CC=C1)C (toluene). Yields the product C(C1=CC=CC=C1)OCN1C(=NC=2N(CN(C(C12)=O)C)C1=C(C=C(C=C1)Cl)Cl)CC (7-benzyloxymethyl-3-(2,4-dichlorophenyl)-8-ethyl-1-methyl-1,2,3,7-tetrahydro-6H-purin-6-one). Yield: 102.1%. RXN SMILES: [CH2:1]([O:8][CH2:9][N:10]1[C:14]([C:15]([NH:17][CH3:18])=[O:16])=[C:13]([NH:19][C:20]2[CH:25]=[CH:24][C:23]([Cl:26])=[CH:22][C:21]=2[Cl:27])[N:12]=[C:11]1[CH2:28][CH3:29])[C:2]1[CH:7]=[CH:6][CH:5]=[CH:4][CH:3]=1.C=O.[CH3:32]C1C=CC(S(O)(=O)=O)=CC=1.O.C([O-])(O)=O.[Na+]>C1(C)C=CC=CC=1>[CH2:1]([O:8][CH2:9][N:10]1[C:14]2[C:15](=[O:16])[N:17]([CH3:32])[CH2:18][N:19]([C:20]3[CH:25]=[CH:24][C:23]([Cl:26])=[CH:22][C:21]=3[Cl:27])[C:13]=2[N:12]=[C:11]1[CH2:28][CH3:29])[C:2]1[CH:3]=[CH:4][CH:5]=[CH:6][CH:7]=1 |f:2.3,4.5|. Reported procedure: A solution of 1-benzyloxymethyl-4-[(2,4-dichlorophenyl)amino]-2-ethyl-N-methyl-1H-imidazole-5-carboxamide (2.70 g, 6.23 mmol) dissolved in toluene (100 mL) was treated with paraformaldehyde (8.0 g) and p-TsOH.H2O (0.67 g, 3.52 mmol). The reaction mixture was heated at reflux for 15 min. The mixture was cooled to rt, and transferred to a separatory funnel containing saturated aqueous NaHCO3 (150 mL). The aqueous layer was extracted with EtOAc (3×100 mL). The combined organic layers were washed wi...